From a dataset of the Open Reaction Database (ORD), a public repository of structured organic reaction records. describe an organic reaction: reactants, conditions, products, and yield Product: CNC=1C(C(=O)OC)=CC=CC1 (methyl N-methylanthranilate). Solvent: C(C)(=O)OCC (ethyl acetate). The reagents and catalysts are [Pd] (palladium on carbon). Reaction conditions: temperature 5 celsius. Procedure details: In a 2L Parr pressure reactor was placed methyl anthranilate (302 g, 2.0 mol), ethyl acetate (700 mL), glacial acetic acid (120 g, 2.0 mol), and 5% palladium on carbon catalyst (30 g). The mixture was cooled to 5° C. and 37% aqueous formaldehyde solution (160 mL, 2.12 mol) was added. The mixture was then hydrogenated at 25° C. at an initial hydrogen pressure of 50 psig with continuous stirring. After hydrogen uptake had ceased (12 h), the mixture was filtered through filter-aid. The filtrate was... As a reaction SMILES: [C:1]([O:10][CH3:11])(=[O:9])[C:2]1[C:3](=[CH:5][CH:6]=[CH:7][CH:8]=1)[NH2:4].[C:12](O)(=O)C.C=O.[H][H]>[Pd].C(OCC)(=O)C>[CH3:12][NH:4][C:3]1[C:2](=[CH:8][CH:7]=[CH:6][CH:5]=1)[C:1]([O:10][CH3:11])=[O:9]. The reactants are 2L, [H][H] (hydrogen), C=O (formaldehyde), C(C=1C(N)=CC=CC1)(=O)OC (methyl anthranilate), C(C)(=O)O (acetic acid), [H][H] (hydrogen). The reactants are FC=1C=NC(NC1)=O (5-fluoropyrimid-2-one), CC(=O)C.CO (acetone methanol). The product is C(=O)(O)CN1C(N=CC(=C1)F)=O (1-Carboxymethyl-5-fluoropyrimid-2-one). The yield is 67.0%. RXN SMILES: [F:1][C:2]1[CH:3]=[N:4][C:5](=[O:8])[NH:6][CH:7]=1.C[C:10]([CH3:12])=[O:11].C[OH:14]>>[C:10]([CH2:12][N:4]1[CH:3]=[C:2]([F:1])[CH:7]=[N:6][C:5]1=[O:8])([OH:14])=[O:11] |f:1.2|. Procedure details: Prepared as above from 5-fluoropyrimid-2-one in 67% yield, m.p. 200°-202° (decomp) (acetone/methanol). (Found: C, 41.80; H, 3.10. Calc. for C6H5FN2O3 : C, 41.87; H, 2.93). Starting materials: OC=1C(=CC(=C(CCC(=O)OC)C1)CO[Si](C)(C)C(C)(C)C)OC (methyl 5-hydroxy-2-tert-butyldimethylsilyloxymethyl-4-methoxyhydrocinnamate), C1CCOC1 (THF), C1(=CC=CC=C1)P(C1=CC=CC=C1)C1=CC=CC=C1 (triphenylphosphine), C(Br)(Br)(Br)Br (carbon tetrabromide). Run in CCOCC (ether), CCOCC (ether). Run at time 60 minute. The product is C(C)(=O)OC=1C(=CC(=C(CCC(=O)OC)C1)CBr)OC (Methyl 5-Acetoxy-2-bromomethyl-4-methoxyhydrocinnamate). As a reaction SMILES: [OH:1][C:2]1[C:3]([O:23][CH3:24])=[CH:4][C:5]([CH2:14]O[Si](C(C)(C)C)(C)C)=[C:6]([CH:13]=1)[CH2:7][CH2:8][C:9]([O:11][CH3:12])=[O:10].C1C[O:28][CH2:27][CH2:26]1.C1(P(C2C=CC=CC=2)C2C=CC=CC=2)C=CC=CC=1.C(Br)(Br)(Br)[Br:50]>CCOCC>[C:27]([O:1][C:2]1[C:3]([O:23][CH3:24])=[CH:4][C:5]([CH2:14][Br:50])=[C:6]([CH:13]=1)[CH2:7][CH2:8][C:9]([O:11][CH3:12])=[O:10])(=[O:28])[CH3:26]. Reported procedure: To a solution of methyl 5-hydroxy-2-tert-butyldimethylsilyloxymethyl-4-methoxyhydrocinnamate (5.21 g) in carbon tetrabromide (12.35 g) in anhydrous ether (75 ml) and anhydrous THF (50 ml) is added portionwise triphenylphosphine (9.78 g) and the mixture stirred at room temperature for 60 minutes, diluted with ether, then filtered. The filtrate is concentrated in vacuo and the residue purified by filtration through silica gel in 50% ethyl acetate in hexanes followed by HPLC, eluting with 25% ethyl... The yield is 93.3%. Starting materials: N1(N=CC=C1)C1=CC=C(C(=O)O)C=C1 (4-(pyrazol-1-yl)benzoic acid), C(C(=O)Cl)(=O)Cl (oxalyl chloride). RXN SMILES: [N:1]1([C:6]2[CH:14]=[CH:13][C:9]([C:10](O)=[O:11])=[CH:8][CH:7]=2)[CH:5]=[CH:4][CH:3]=[N:2]1.C(Cl)(=O)C([Cl:18])=O>ClCCl.CN(C)C=O>[N:1]1([C:6]2[CH:14]=[CH:13][C:9]([C:10]([Cl:18])=[O:11])=[CH:8][CH:7]=2)[CH:5]=[CH:4][CH:3]=[N:2]1. Conditions: time 18 hour. Solvent: ClCCl (dichloromethane). Procedure: To a suspension of 4-(pyrazol-1-yl)benzoic acid (1.56 g) in dichloromethane (25 ml) was added oxalyl chloride (1.04 g) and one drop of dimethylformamide. The mixture was stirred at room temperature for 18 hours to yield a clear solution. The volatile material was removed under reduced pressure to afford 4-(pyrazol-1-yl)benzoyl chloride as a pale yellow solid (1.58 g), which was utilized without further purification. Reagents/catalysts: CN(C=O)C (dimethylformamide). Yields the product N1(N=CC=C1)C1=CC=C(C(=O)Cl)C=C1 (4-(pyrazol-1-yl)benzoyl chloride). Starting materials: Example 23 ( 23b ), aqueous solution, Example 1 ( 1d ), [Si](C)(C)(C(C)(C)C)OCC1=NC=C(C#N)C=C1 (6-({[t-butyl(dimethyl)silyl]oxy}methyl)nicotinonitrile), NO (hydroxylamine). Yields the product crude product, [Si](C)(C)(C(C)(C)C)OCC1=CC=C(C=N1)C(N)=NO (6-({[t-Butyl(dimethyl)silyl]oxy}methyl)-N′-hydroxypyridine-3-carboximidamide). Reaction SMILES: [Si:1]([O:8][CH2:9][C:10]1[CH:17]=[CH:16][C:13]([C:14]#[N:15])=[CH:12][N:11]=1)([C:4]([CH3:7])([CH3:6])[CH3:5])([CH3:3])[CH3:2].[NH2:18][OH:19]>>[Si:1]([O:8][CH2:9][C:10]1[N:11]=[CH:12][C:13]([C:14](=[N:18][OH:19])[NH2:15])=[CH:16][CH:17]=1)([C:4]([CH3:7])([CH3:6])[CH3:5])([CH3:3])[CH3:2]. Procedure details: The crude product of the title compound was synthesized by conducting the similar reaction to that mentioned in Example 1 (1d) using 6-({[t-butyl(dimethyl)silyl]oxy}methyl)nicotinonitrile (2.0 g, 8.1 mmol) that was obtained in Example 23 (23b) and a 40% aqueous solution of hydroxylamine (1 ml). Subsequently, the crude product of the title compound thus obtained was purified by recrystallization from a mixed solvent of ethyl acetate and hexane (1:9) to afford the title compound (2.1 g) in a yield... Reactants: [BH4-], CCO, CN1C(=O)C(C)(C)C(=O)c2ccccc21, Cl, [Na+]. The product is CN1C(=O)C(C)(C)C(O)c2ccccc21. Reaction SMILES: [BH4-:1].[CH3:19][CH2:20][OH:21].[CH3:3][N:4]1[C:5](=[O:17])[C:6]([CH3:15])([CH3:16])[C:7](=[O:14])[c:8]2[cH:9][cH:10][cH:11][cH:12][c:13]21.[ClH:18].[Na+:2]>>[CH3:3][N:4]1[C:5](=[O:17])[C:6]([CH3:15])([CH3:16])[CH:7]([OH:14])[c:8]2[cH:9][cH:10][cH:11][cH:12][c:13]21. The reactants are CCOC(=O)CC(C)=O, [Li]CCCC, Cn1c(C=CC=O)c(-c2ccccc2)c2ccccc2c1=O, CCCCCC, CCOCC, [Cl-], [H-], [NH4+], [Na+], C1CCOC1, O. The product is CCOC(=O)CC(=O)CC(O)C=Cc1c(-c2ccccc2)c2ccccc2c(=O)n1C. RXN SMILES: [C:3]([CH2:4][C:5](=[O:6])[CH3:7])(=[O:8])[O:9][CH2:10][CH3:11].[CH2:12]([Li:13])[CH2:14][CH2:15][CH3:16].[CH3:17][n:18]1[c:19](=[O:38])[c:20]2[cH:21][cH:22][cH:23][cH:24][c:25]2[c:26](-[c:32]2[cH:33][cH:34][cH:35][cH:36][cH:37]2)[c:27]1[CH:28]=[CH:29][CH:30]=[O:31].[CH3:46][CH2:47][CH2:48][CH2:49][CH2:50][CH3:51].[CH3:53][CH2:54][O:55][CH2:56][CH3:57].[Cl-:39].[H-:1].[NH4+:40].[Na+:2].[O:41]1[CH2:42][CH2:43][CH2:44][CH2:45]1.[OH2:52]>>[C:3]([CH2:4][C:5](=[O:6])[CH2:7][CH:30]([CH:29]=[CH:28][c:27]1[n:18]([CH3:17])[c:19](=[O:38])[c:20]2[cH:21][cH:22][cH:23][cH:24][c:25]2[c:26]1-[c:32]1[cH:33][cH:34][cH:35][cH:36][cH:37]1)[OH:31])(=[O:8])[O:9][CH2:10][CH3:11]. Starting materials: CC(C)(C)OC(=O)c1ccc(CCc2ccccc2)cc1Nc1cccc(-n2cccc2)c1, CCOC(C)=O, CO, Cl, [Na+], C1COCCO1, [OH-]. The product is O=C(O)c1ccc(CCc2ccccc2)cc1Nc1cccc(-n2cccc2)c1. RXN SMILES: [CH2:7]([CH2:8][c:9]1[cH:10][cH:11][cH:12][cH:13][cH:14]1)[c:15]1[cH:16][c:17]([NH:28][c:29]2[cH:30][c:31](-[n:35]3[cH:36][cH:37][cH:38][cH:39]3)[cH:32][cH:33][cH:34]2)[c:18]([C:19](=[O:20])[O:21][C:22]([CH3:23])([CH3:24])[CH3:25])[cH:26][cH:27]1.[CH3:43][CH2:44][O:45][C:46](=[O:47])[CH3:48].[CH3:49][OH:50].[ClH:42].[Na+:41].[O:1]1[CH2:2][CH2:3][O:4][CH2:5][CH2:6]1.[OH-:40]>>[CH2:7]([CH2:8][c:9]1[cH:10][cH:11][cH:12][cH:13][cH:14]1)[c:15]1[cH:16][c:17]([NH:28][c:29]2[cH:30][c:31](-[n:35]3[cH:36][cH:37][cH:38][cH:39]3)[cH:32][cH:33][cH:34]2)[c:18]([C:19](=[O:20])[OH:21])[cH:26][cH:27]1.